From a dataset of the Open Reaction Database (ORD), a public repository of structured organic reaction records. describe an organic reaction: reactants, conditions, products, and yield The reactants are Cc1ccccc1C=C1CCn2c1nc1ccc(C(N)=O)cc1c2=O, CN(C)C=O, Cc1ccc(S(=O)(=O)Cl)cc1, c1ccncc1. Product: Cc1ccccc1C=C1CCn2c1nc1ccc(C#N)cc1c2=O. RXN SMILES: [CH3:1][c:2]1[c:3]([CH:4]=[C:5]2[CH2:6][CH2:7][n:8]3[c:9]2[n:10][c:11]2[cH:12][cH:13][c:14]([C:19](=[O:20])[NH2:21])[cH:15][c:16]2[c:17]3=[O:18])[cH:22][cH:23][cH:24][cH:25]1.[CH3:43][N:44]([CH3:45])[CH:46]=[O:47].[c:32]1([CH3:33])[cH:34][cH:35][c:36]([S:37]([Cl:38])(=[O:39])=[O:40])[cH:41][cH:42]1.[cH:26]1[cH:27][cH:28][n:29][cH:30][cH:31]1>>[CH3:1][c:2]1[c:3]([CH:4]=[C:5]2[CH2:6][CH2:7][n:8]3[c:9]2[n:10][c:11]2[cH:12][cH:13][c:14]([C:19]#[N:21])[cH:15][c:16]2[c:17]3=[O:18])[cH:22][cH:23][cH:24][cH:25]1.